Dataset: the Open Reaction Database (ORD), a public repository of structured organic reaction records. Task: describe an organic reaction: reactants, conditions, products, and yield Starting materials: NC=1N=CC(=NC1)CCC[C@@H](C(=O)O)NC(=O)OC(C)(C)C ((S)-5-(5-amino-2-pyrazinyl)-2-[[(1,1-dimethylethoxy)carbonyl]amino]pentanoic acid), Cl.FC(=C1CCNCC1)F (4-(difluoromethylene)piperidine hydrochloride). Yields the product NC=1N=CC(=NC1)CCC[C@@H](C(=O)N1CCC(CC1)=C(F)F)NC(OC(C)(C)C)=O (1,1-dimethylethyl (S)-[4-(5-amino-2-pyrazinyl)-1-[[4-(difluoromethylene)piperid-1-yl)carbonyl]butyl]carbamate). Yield: 81.8%. Reaction SMILES: [NH2:1][C:2]1[N:3]=[CH:4][C:5]([CH2:8][CH2:9][CH2:10][C@H:11]([NH:15][C:16]([O:18][C:19]([CH3:22])([CH3:21])[CH3:20])=[O:17])[C:12]([OH:14])=O)=[N:6][CH:7]=1.Cl.[F:24][C:25]([F:32])=[C:26]1[CH2:31][CH2:30][NH:29][CH2:28][CH2:27]1>>[NH2:1][C:2]1[N:3]=[CH:4][C:5]([CH2:8][CH2:9][CH2:10][C@H:11]([NH:15][C:16](=[O:17])[O:18][C:19]([CH3:22])([CH3:21])[CH3:20])[C:12]([N:29]2[CH2:30][CH2:31][C:26](=[C:25]([F:32])[F:24])[CH2:27][CH2:28]2)=[O:14])=[N:6][CH:7]=1 |f:1.2|. Procedure: The process is performed in the same way as in Example 1.4, and starting with 2.32 g (7.5 mmol) of (S)-5-(5-amino-2-pyrazinyl)-2-[[(1,1-dimethylethoxy)carbonyl]amino]pentanoic acid and 1.9 g (11.25 mmol) of 4-(difluoromethylene)piperidine hydrochloride, to give 2.61 g of 1,1-dimethylethyl (S)-[4-(5-amino-2-pyrazinyl)-1-[[4-(difluoromethylene)piperid-1-yl)carbonyl]butyl]carbamate in the form of an amorphous powder. Reactants: [BH4-].[Na+] (sodium borohydride), O=CC[C@@H]1[C@H](C(N1)=O)N1C(C=2C(C1=O)=CC=CC2)=O ((3R,4R)-4-(2-oxoethyl)-3-phthalimidoazetidin-2-one). Run in CO (methanol), CO (methanol), ClCCl (dichloromethane). Yields the product OCC[C@@H]1[C@H](C(N1)=O)N1C(C=2C(C1=O)=CC=CC2)=O ((3R,4R)-4-(2-hydroxyethyl)-3-phthalimidoazetidin-2-one). Yield: 51.5%. Reaction SMILES: [O:1]=[CH:2][CH2:3][C@H:4]1[NH:7][C:6](=[O:8])[C@@H:5]1[N:9]1[C:13](=[O:14])[C:12]2=[CH:15][CH:16]=[CH:17][CH:18]=[C:11]2[C:10]1=[O:19].[BH4-].[Na+]>CO.ClCCl>[OH:1][CH2:2][CH2:3][C@H:4]1[NH:7][C:6](=[O:8])[C@@H:5]1[N:9]1[C:10](=[O:19])[C:11]2=[CH:18][CH:17]=[CH:16][CH:15]=[C:12]2[C:13]1=[O:14] |f:1.2|. Reported procedure: To a solution of (3R,4R)-4-(2-oxoethyl)-3-phthalimidoazetidin-2-one (52 mg) in a mixture of methanol (3 ml) and dichloromethane (1 ml) was added a solution of sodium borohydride (8 mg) in methanol (2 ml) at 0° C. during one hour. The reaction was quenched by addition of acetic acid (two drops). After evaporation in vacuo, the residue was chromatographed on silica gel (1.6 g; eluting with 3 to 5% methanol in dichloromethane) to give 32 mg of crude crystals. Crystallization from a mixture of metha... The reactants are CNC, CCOC(C)=O, CC(Oc1cc(-c2nn(C)c(OC(F)F)c2Cl)c(Cl)cc1Cl)C(=O)Cl, C1CCOC1, c1cn[nH]c1. The product is CC(Oc1cc(-c2nn(C)c(OC(F)F)c2Cl)c(Cl)cc1Cl)C(=O)N(C)C. As a reaction SMILES: [CH3:26][NH:27][CH3:28].[CH3:34][CH2:35][O:36][C:37](=[O:38])[CH3:39].[Cl:1][c:2]1[c:3](-[c:12]2[c:13]([Cl:25])[cH:14][c:15]([Cl:24])[c:16]([O:17][CH:18]([C:19](=[O:20])[Cl:21])[CH3:22])[cH:23]2)[n:4][n:5]([CH3:11])[c:6]1[O:7][CH:8]([F:9])[F:10].[O:40]1[CH2:41][CH2:42][CH2:43][CH2:44]1.[nH:29]1[cH:30][cH:31][cH:32][n:33]1>>[Cl:1][c:2]1[c:3](-[c:12]2[c:13]([Cl:25])[cH:14][c:15]([Cl:24])[c:16]([O:17][CH:18]([C:19](=[O:20])[N:27]([CH3:26])[CH3:28])[CH3:22])[cH:23]2)[n:4][n:5]([CH3:11])[c:6]1[O:7][CH:8]([F:9])[F:10].